From a dataset of the Open Reaction Database (ORD), a public repository of structured organic reaction records. describe an organic reaction: reactants, conditions, products, and yield Reactants: CCCCCCCCS(=O)(=O)O, C[N+](C)(C)CC(O)CC(=O)[O-]. The product is CCCCCCCCS(=O)(=O)O, C[N+](C)(C)CC(O)CC(=O)[O-]. RXN SMILES: [CH2:12]([CH2:13][CH2:14][CH2:15][CH2:16][CH2:17][CH2:18][CH3:19])[S:20](=[O:21])(=[O:22])[OH:23].[CH3:1][N+:2]([CH3:3])([CH3:4])[CH2:5][CH:6]([OH:7])[CH2:8][C:9]([O-:10])=[O:11]>>[CH2:12]([CH2:13][CH2:14][CH2:15][CH2:16][CH2:17][CH2:18][CH3:19])[S:20](=[O:21])(=[O:22])[OH:23].[CH3:1][N+:2]([CH3:3])([CH3:4])[CH2:5][CH:6]([OH:7])[CH2:8][C:9](=[O:10])[O-:11]. Starting materials: CCSC1NC(=O)C1NC(=O)COc1ccccc1, CO, O, OO. Yields the product CCS(=O)C1NC(=O)C1NC(=O)COc1ccccc1. RXN SMILES: [CH2:1]([CH3:2])[S:3][CH:4]1[CH:5]([NH:9][C:10]([CH2:11][O:12][c:13]2[cH:14][cH:15][cH:16][cH:17][cH:18]2)=[O:19])[C:6](=[O:8])[NH:7]1.[CH3:23][OH:24].[OH2:22].[OH:20][OH:21]>>[CH2:1]([CH3:2])[S:3]([CH:4]1[CH:5]([NH:9][C:10]([CH2:11][O:12][c:13]2[cH:14][cH:15][cH:16][cH:17][cH:18]2)=[O:19])[C:6](=[O:8])[NH:7]1)=[O:20]. The reactants are C(C1=CC=CC=C1)N1C=2CCCCC2C=2C=C(C=CC12)C1=CC=C(C=C1)O (4-(9-benzyl-6,7,8,9-tetrahydro-5H-carbazol-3-yl)-phenol), C(=O)([O-])[O-].[K+].[K+] (K2CO3), BrCC(=O)OC (methyl bromoacetate). Run in CC(=O)C (acetone). Product: COC(COC1=CC=C(C=C1)C=1C=CC=2N(C=3CCCCC3C2C1)CC1=CC=CC=C1)=O ([4-(9-Benzyl-6,7,8,9-tetrahydro-5H-carbazol-3-yl)-phenoxy]-acetic acid methyl ester), product. Yield: 71.8%. As a reaction SMILES: [CH2:1]([N:8]1[C:20]2[CH:19]=[CH:18][C:17]([C:21]3[CH:26]=[CH:25][C:24]([OH:27])=[CH:23][CH:22]=3)=[CH:16][C:15]=2[C:14]2[CH2:13][CH2:12][CH2:11][CH2:10][C:9]1=2)[C:2]1[CH:7]=[CH:6][CH:5]=[CH:4][CH:3]=1.C([O-])([O-])=O.[K+].[K+].Br[CH2:35][C:36]([O:38][CH3:39])=[O:37]>CC(C)=O>[CH3:39][O:38][C:36](=[O:37])[CH2:35][O:27][C:24]1[CH:23]=[CH:22][C:21]([C:17]2[CH:18]=[CH:19][C:20]3[N:8]([CH2:1][C:2]4[CH:3]=[CH:4][CH:5]=[CH:6][CH:7]=4)[C:9]4[CH2:10][CH2:11][CH2:12][CH2:13][C:14]=4[C:15]=3[CH:16]=2)=[CH:26][CH:25]=1 |f:1.2.3|. Reported procedure: The desired product was prepared using a procedure similar to step 1 of example 4. Thus, 4-(9-benzyl-6,7,8,9-tetrahydro-5H-carbazol-3-yl)-phenol (0.419 g, 1.185 mmol) was reacted with K2CO3 (0.213 g, 1.541 mmol) and methyl bromoacetate (0.236 g, 1.541 mmol) in acetone to give the product (0.362 g, 0.851 mmol, 72%) as a white solid, mp 109-112° C. 1H NMR (DMSO-d6) δ 1.77-1.87 (m, 4H), 2.65 (t, J=5.3 Hz, 2H), 2.70 (t, J=6.0 Hz, 2H), 3.71 (s, 3H), 4.81 (s, 2H), 5.33 (s, 2H), 6.98 (d, J=8.7 Hz, 2H),... Reactants: [Br-], CC#C[Mg+], CCCCCC, [Cl-], [NH4+], C1CCOC1, CC1(C)OC(=O)C(=Cc2ccc(O)cc2)C(=O)O1. Yields the product CC#CC(c1ccc(O)cc1)C1C(=O)OC(C)(C)OC1=O. As a reaction SMILES: [Br-:1].[C:2](#[C:3][CH3:4])[Mg+:5].[CH3:26][CH2:27][CH2:28][CH2:29][CH2:30][CH3:31].[Cl-:24].[NH4+:25].[O:32]1[CH2:33][CH2:34][CH2:35][CH2:36]1.[OH:6][c:7]1[cH:8][cH:9][c:10]([CH:11]=[C:12]2[C:13](=[O:21])[O:14][C:15]([CH3:19])([CH3:20])[O:16][C:17]2=[O:18])[cH:22][cH:23]1>>[C:2](#[C:3][CH3:4])[CH:11]([c:10]1[cH:9][cH:8][c:7]([OH:6])[cH:23][cH:22]1)[CH:12]1[C:13](=[O:21])[O:14][C:15]([CH3:19])([CH3:20])[O:16][C:17]1=[O:18]. The reactants are ClC1=NC(=NC(=C1)C(F)(F)F)C1=NC=CC=C1 (4-chloro-2-(2-pyridinyl)-6-(trifluoromethyl)pyrimidine), COC=1C=CC(=C(N)C1)C (5-methoxy-2-methylaniline). Yields the product COC=1C=CC(=C(NC2=NC(=NC(=C2)C(F)(F)F)C2=NC=CC=C2)C1)C (4-(5-Methoxy-2-methylanilino)-2-(2-pyridinyl)-6-(trifluoromethyl)pyrimidine), solid. The yield is 52.0%. RXN SMILES: Cl[C:2]1[CH:7]=[C:6]([C:8]([F:11])([F:10])[F:9])[N:5]=[C:4]([C:12]2[CH:17]=[CH:16][CH:15]=[CH:14][N:13]=2)[N:3]=1.[CH3:18][O:19][C:20]1[CH:21]=[CH:22][C:23]([CH3:27])=[C:24]([CH:26]=1)[NH2:25]>>[CH3:18][O:19][C:20]1[CH:21]=[CH:22][C:23]([CH3:27])=[C:24]([CH:26]=1)[NH:25][C:2]1[CH:7]=[C:6]([C:8]([F:11])([F:10])[F:9])[N:5]=[C:4]([C:12]2[CH:17]=[CH:16][CH:15]=[CH:14][N:13]=2)[N:3]=1. Procedure: The title compound was prepared from a mixture of 4-chloro-2-(2-pyridinyl)-6-(trifluoromethyl)pyrimidine (25 mg, 0.096 mmol) and 5-methoxy-2-methylaniline (20 mg, 0.144 mmol) similar to Example 92 and isolated as a yellow solid (18 mg, 52%). 1H NMR (CDCl3): 8.85–8.82 (m, 1H), 8.59–8.56 (m, 1H), 7.90–7.84 (m, 1H), 7.45–7.40 (m, 2H), 7.24 (d, J=8.1 Hz, 1H), 6.87 (s, 1H), 6.83 (dd, J=2.6, 8.3 Hz, 1H), 6.69 (s, 1H), 3.81 (s, 3H), 2.20 (s, 3H). Reactants: CC(=O)[O-], ClCCl, CCOC(=O)C=[N+]=[N-], CCCc1c(Cc2ccc(-c3ccccc3C#N)cc2)c(=O)n(C2CCC(O)CC2)c2ncnn12, [Rh+]. The product is CCCc1c(Cc2ccc(-c3ccccc3C#N)cc2)c(=O)n(C2CCC(OCC(=O)OCC)CC2)c2ncnn12. As a reaction SMILES: [C:44]([O-:45])(=[O:46])[CH3:47].[CH2:49]([Cl:50])[Cl:51].[N+:36](=[N-:37])=[CH:38][C:39](=[O:40])[O:41][CH2:42][CH3:43].[OH:1][CH:2]1[CH2:3][CH2:4][CH:5]([n:8]2[c:9]3[n:10]([c:11]([CH2:30][CH2:31][CH3:32])[c:12]([CH2:15][c:16]4[cH:17][cH:18][c:19](-[c:22]5[c:23]([C:28]#[N:29])[cH:24][cH:25][cH:26][cH:27]5)[cH:20][cH:21]4)[c:13]2=[O:14])[n:33][cH:34][n:35]3)[CH2:6][CH2:7]1.[Rh+:48]>>[O:1]([CH:2]1[CH2:3][CH2:4][CH:5]([n:8]2[c:9]3[n:10]([c:11]([CH2:30][CH2:31][CH3:32])[c:12]([CH2:15][c:16]4[cH:17][cH:18][c:19](-[c:22]5[c:23]([C:28]#[N:29])[cH:24][cH:25][cH:26][cH:27]5)[cH:20][cH:21]4)[c:13]2=[O:14])[n:33][cH:34][n:35]3)[CH2:6][CH2:7]1)[CH2:38][C:39](=[O:40])[O:41][CH2:42][CH3:43]. Reactants: CCCCN(CCCC)c1ccc(C=CC=Cc2cccs2)cc1, [Li]CCCC, C1CCOC1, CN(C)C=O, O. The product is CCCCN(CCCC)c1ccc(C=CC=Cc2ccc(C=O)s2)cc1. As a reaction SMILES: [CH2:1]([CH2:2][CH2:3][CH3:4])[N:5]([c:6]1[cH:7][cH:8][c:9]([CH:12]=[CH:13][CH:14]=[CH:15][c:16]2[s:17][cH:18][cH:19][cH:20]2)[cH:10][cH:11]1)[CH2:21][CH2:22][CH2:23][CH3:24].[CH2:25]([Li:26])[CH2:27][CH2:28][CH3:29].[CH2:36]1[O:37][CH2:38][CH2:39][CH2:40]1.[O:30]=[CH:31][N:32]([CH3:33])[CH3:34].[OH2:35]>>[CH2:1]([CH2:2][CH2:3][CH3:4])[N:5]([c:6]1[cH:7][cH:8][c:9]([CH:12]=[CH:13][CH:14]=[CH:15][c:16]2[s:17][c:18]([CH:31]=[O:30])[cH:19][cH:20]2)[cH:10][cH:11]1)[CH2:21][CH2:22][CH2:23][CH3:24]. Reactants: C([O-])([O-])=O.[K+].[K+] (potassium carbonate), C(C)(=O)OC(C(=O)NC1=C(NC2=CC(=CC=C12)Cl)C(=O)C1=NC=CC(=C1)Cl)(C)C (3-(2-acetoxyisobutyrylamino)-6-chloro-2-(4-chloropyridine-2-carbonyl)indole). Run in O (water), CO (methanol), CS(=O)C (DMSO), C(C)OCC (diethyl ether). Conditions: time 30 hour. Product: ClC1=CC=C2C(=C(NC2=C1)C(=O)C1=NC=CC(=C1)Cl)NC(C(C)(C)O)=O (6-Chloro-2-(4-chloropyridine-2-carbonyl)-3-(2-hydroxyisobutyrylamino)indole). Isolated yield 45.8%. RXN SMILES: C([O:4][C:5]([CH3:29])([CH3:28])[C:6]([NH:8][C:9]1[C:17]2[C:12](=[CH:13][C:14]([Cl:18])=[CH:15][CH:16]=2)[NH:11][C:10]=1[C:19]([C:21]1[CH:26]=[C:25]([Cl:27])[CH:24]=[CH:23][N:22]=1)=[O:20])=[O:7])(=O)C.C(=O)([O-])[O-].[K+].[K+]>CO.CS(C)=O.O.C(OCC)C>[Cl:18][C:14]1[CH:13]=[C:12]2[C:17]([C:9]([NH:8][C:6](=[O:7])[C:5]([OH:4])([CH3:29])[CH3:28])=[C:10]([C:19]([C:21]3[CH:26]=[C:25]([Cl:27])[CH:24]=[CH:23][N:22]=3)=[O:20])[NH:11]2)=[CH:16][CH:15]=1 |f:1.2.3|. Procedure details: To a suspension of 3-(2-acetoxyisobutyrylamino)-6-chloro-2-(4-chloropyridine-2-carbonyl)indole (Example 360, 251.4 mg, 0.5789 mmol) in methanol (8 ml) and DMSO (20 ml) was added potassium carbonate (45.0 mg, 0.3259 mmol) in water (1 ml) at room tempetature. After stirring for 30 h, the mixture was diluted with diethyl ether (150 ml), and then washed with water (25 ml×3), brine (25 ml) and dried (MgSO4). Removal of solvent gave a crystalline residue, which was recrystallized from ethyl acetate to... The reactants are NC=1C=CC(=C(C1)C(=O)C1=C(C=C(C=C1)NC1=CC=C(C=C1)C(F)(F)F)Cl)C ((5-Amino-2-methyl-phenyl)-[2-chloro-4-(4-trifluoromethyl-phenylamino)-phenyl]-methanone), ClC1=C(C=CC(=C1)NC1=CC(=CC=C1)F)C(=O)C1=C(C=CC(=C1)[N+](=O)[O-])C ([2-Chloro-4-(3-fluoro-phenylamino)-phenyl]-(2-methyl-5-nitro-phenyl)-methanone). Product: NC=1C=CC(=C(C1)C(=O)C1=C(C=C(C=C1)NC1=CC(=CC=C1)F)Cl)C ((5-Amino-2-methyl-phenyl)-[2-chloro-4-(3-fluoro-phenylamino)-phenyl]-methanone). Reaction SMILES: [NH2:1][C:2]1[CH:3]=[CH:4][C:5]([CH3:28])=[C:6]([C:8]([C:10]2[CH:15]=[CH:14][C:13]([NH:16][C:17]3[CH:22]=C[C:20]([C:23](F)([F:25])F)=[CH:19][CH:18]=3)=[CH:12][C:11]=2[Cl:27])=[O:9])[CH:7]=1.ClC1C=C(NC2C=CC=C(F)C=2)C=CC=1C(C1C=C([N+]([O-])=O)C=CC=1C)=O>>[NH2:1][C:2]1[CH:3]=[CH:4][C:5]([CH3:28])=[C:6]([C:8]([C:10]2[CH:15]=[CH:14][C:13]([NH:16][C:17]3[CH:18]=[CH:19][CH:20]=[C:23]([F:25])[CH:22]=3)=[CH:12][C:11]=2[Cl:27])=[O:9])[CH:7]=1. Procedure: The reaction was carried out similarly as described in the preparation of compound 415, using compound 457 (2.25 mmol). The crude product was purified by flash chromatography using EtOAc/petroleum ether (40-60) 1:2 as the eluent to afford the title compound as yellow foam.